describe an organic reaction: reactants, conditions, products, and yield From a dataset of the Open Reaction Database (ORD), a public repository of structured organic reaction records. Starting materials: ClC1=NC(=C(C=C1C#N)C)C (2-chloro-3-cyano-5,6-dimethylpyridine), C(C)(=O)[O-].[Na+] (sodium acetate), CO (methanol). Reagents/catalysts: [Ni] (Raney nickel). Solvent: O (water), O (water). Product: ClC1=NC(=C(C=C1C=O)C)C (2-chloro-5,6-dimethyl-3-pyridinecarboxaldehyde). Yield: 60.5%. RXN SMILES: [Cl:1][C:2]1[C:7]([C:8]#N)=[CH:6][C:5]([CH3:10])=[C:4]([CH3:11])[N:3]=1.C([O-])(=[O:14])C.[Na+].CO>[Ni].O>[Cl:1][C:2]1[C:7]([CH:8]=[O:14])=[CH:6][C:5]([CH3:10])=[C:4]([CH3:11])[N:3]=1 |f:1.2|. Procedure: A mixture of 2-chloro-3-cyano-5,6-dimethylpyridine (21.5 g) semicarbazide hydrochloride (24.0 g), sodium acetate (42.3 g), water (225 ml) and methanol (475 ml) was hydrogenated at 344 kPa at 50° using Raney nickel catalyst (5 g). The mixture was added to water (750 ml) and filtered. The solid filtered off was suspended in water (130 ml) and concentrated hydrochloric acid (70 ml) was added and the mixture was heated at 100° for 1 hour, formalin (40% w/w, 120 ml) was added and the mixture was heat... Reactants: COC1=C(C=O)C=C(C(=C1)OC)OC (2,4,5-trimethoxybenzaldehyde), BrC1=CC=C(C=C1)CC#N (4-bromophenylacetonitrile). The reagents and catalysts are [OH-].[Na+] (sodium hydroxide). Solvent: C(C)O (ethanol), C(C)O (ethanol). Product: C(#N)C(C1=CC=C(C=C1)Br)=CC1=C(C=C(C(=C1)OC)OC)OC (α-cyano-4-bromo-2',4',5'-trimethoxystilbene). Isolated yield 95.7%. RXN SMILES: [CH3:1][O:2][C:3]1[CH:10]=[C:9]([O:11][CH3:12])[C:8]([O:13][CH3:14])=[CH:7][C:4]=1[CH:5]=O.[Br:15][C:16]1[CH:21]=[CH:20][C:19]([CH2:22][C:23]#[N:24])=[CH:18][CH:17]=1>C(O)C.[OH-].[Na+]>[C:23]([C:22](=[CH:5][C:4]1[CH:7]=[C:8]([O:13][CH3:14])[C:9]([O:11][CH3:12])=[CH:10][C:3]=1[O:2][CH3:1])[C:19]1[CH:20]=[CH:21][C:16]([Br:15])=[CH:17][CH:18]=1)#[N:24] |f:3.4|. Reported procedure: A mixture of 1.96 g (10.0 mmol) of 2,4,5-trimethoxybenzaldehyde (purchased from Lancaster), and 1.96 g (10.0 mmol) of 4-bromophenylacetonitrile (purchased from Tokyo Kasei) in 5 ml of ethanol (purchased from Kokusan Kagaku) was heated to dissolve. Two drops of 20% aqueous sodium hydroxide solution was then added and the reaction mixture was stirred over night at ambient temperature. To the resultant reaction mass was added ethanol and crushed, and the precipitate was collected and washed with et... The reactants are CCOC(=O)N1C(=O)c2ccccc2C1=O, CCCCC(N)c1ccc(OC)c(OC)c1, CC#N, [Na+], [Na+], O=C([O-])[O-], O. Product: CCCCC(c1ccc(OC)c(OC)c1)N1C(=O)c2ccccc2C1=O. As a reaction SMILES: [C:23]([N:24]1[C:29](=[O:38])[c:30]2[c:31]([cH:34][cH:35][cH:36][cH:37]2)[C:32]1=[O:33])([O:25][CH2:26][CH3:27])=[O:28].[CH3:1][O:2][c:3]1[cH:4][c:5]([CH:11]([CH2:12][CH2:13][CH2:14][CH3:15])[NH2:16])[cH:6][cH:7][c:8]1[O:9][CH3:10].[CH3:40][C:41]#[N:42].[Na+:17].[Na+:18].[O-:19][C:20](=[O:21])[O-:22].[OH2:39]>>[CH3:1][O:2][c:3]1[cH:4][c:5]([CH:11]([CH2:12][CH2:13][CH2:14][CH3:15])[N:16]2[C:29](=[O:38])[c:30]3[c:31]([cH:34][cH:35][cH:36][cH:37]3)[C:32]2=[O:33])[cH:6][cH:7][c:8]1[O:9][CH3:10]. Starting materials: C(C1=CC=CC=C1)C=1C=NC2=C(C=CC=C2C1C=1C=C(C=CC1)O)C(F)(F)F (3-[3-benzyl-8-(trifluoromethyl)quinolin-4-yl]phenol), C(C)OC(C(C)(C)C1=CC=C(C=C1)CBr)=O (2-(4-Bromomethyl-phenyl)-2-methyl-propionic acid ethyl ester). The product is C(C1=CC=CC=C1)C=1C=NC2=C(C=CC=C2C1C=1C=C(OCC2=CC=C(C=C2)C(C(=O)OC)(C)C)C=CC1)C(F)(F)F (METHYL 2-[4-({3-[3-BENZYL-8-(TRIFLUOROMETHYL)QUINOLIN-4-YL]PHENOXY}METHYL)PHENYL]-2-METHYLPROPANOATE). Reaction SMILES: [CH2:1]([C:8]1[CH:9]=[N:10][C:11]2[C:16]([C:17]=1[C:18]1[CH:19]=[C:20]([OH:24])[CH:21]=[CH:22][CH:23]=1)=[CH:15][CH:14]=[CH:13][C:12]=2[C:25]([F:28])([F:27])[F:26])[C:2]1[CH:7]=[CH:6][CH:5]=[CH:4][CH:3]=1.[CH2:29]([O:31][C:32](=[O:44])[C:33]([C:36]1[CH:41]=[CH:40][C:39]([CH2:42]Br)=[CH:38][CH:37]=1)([CH3:35])[CH3:34])C>>[CH2:1]([C:8]1[CH:9]=[N:10][C:11]2[C:16]([C:17]=1[C:18]1[CH:19]=[C:20]([CH:21]=[CH:22][CH:23]=1)[O:24][CH2:42][C:39]1[CH:38]=[CH:37][C:36]([C:33]([CH3:35])([CH3:34])[C:32]([O:31][CH3:29])=[O:44])=[CH:41][CH:40]=1)=[CH:15][CH:14]=[CH:13][C:12]=2[C:25]([F:28])([F:26])[F:27])[C:2]1[CH:3]=[CH:4][CH:5]=[CH:6][CH:7]=1. Procedure: The title compound was prepared from 3-[3-benzyl-8-(trifluoromethyl)quinolin-4-yl]phenol and 2-(4-Bromomethyl-phenyl)-2-methyl-propionic acid ethyl ester as in the procedure of Example 43. MS m/z 570; Starting materials: CC(=O)[O-], CCO, O=C1CC(=O)CC(c2cc(F)ccc2F)C1, [NH4+]. Yields the product NC1CC(=O)CC(c2cc(F)ccc2F)C1. As a reaction SMILES: [CH3:18][C:19](=[O:20])[O-:21].[CH3:22][CH2:23][OH:24].[F:1][c:2]1[c:3]([CH:9]2[CH2:10][C:11](=[O:16])[CH2:12][C:13](=[O:15])[CH2:14]2)[cH:4][c:5]([F:8])[cH:6][cH:7]1.[NH4+:17]>>[F:1][c:2]1[c:3]([CH:9]2[CH2:10][C:11](=[O:16])[CH2:12][CH:13]([NH2:17])[CH2:14]2)[cH:4][c:5]([F:8])[cH:6][cH:7]1. Starting materials: C(=NC1CCCCC1)=NC1CCCCC1, ClCCl, O, CC(C)n1c(C=CC(O)CC(O)CC(=O)O)c(-c2ccc(F)cc2)c2ccccc2c1=O. Yields the product CC(C)n1c(C=CC2CC(O)CC(=O)O2)c(-c2ccc(F)cc2)c2ccccc2c1=O. Reaction SMILES: [CH:33]1([N:34]=[C:35]=[N:36][CH:37]2[CH2:38][CH2:39][CH2:40][CH2:41][CH2:42]2)[CH2:43][CH2:44][CH2:45][CH2:46][CH2:47]1.[Cl:49][CH2:50][Cl:51].[OH2:48].[OH:1][CH:2]([CH2:3][C:4](=[O:5])[OH:6])[CH2:7][CH:8]([CH:9]=[CH:10][c:11]1[n:12]([CH:29]([CH3:30])[CH3:31])[c:13](=[O:28])[c:14]2[cH:15][cH:16][cH:17][cH:18][c:19]2[c:20]1-[c:21]1[cH:22][cH:23][c:24]([F:27])[cH:25][cH:26]1)[OH:32]>>[OH:1][CH:2]1[CH2:3][C:4](=[O:6])[O:5][CH:8]([CH:9]=[CH:10][c:11]2[n:12]([CH:29]([CH3:30])[CH3:31])[c:13](=[O:28])[c:14]3[cH:15][cH:16][cH:17][cH:18][c:19]3[c:20]2-[c:21]2[cH:22][cH:23][c:24]([F:27])[cH:25][cH:26]2)[CH2:7]1. The solvent is C(C)OCC (Diethyl ether), O (water), O1CCCC1 (tetrahydrofuran). RXN SMILES: [CH2:1]([CH:10]([CH2:31][C:32]1[CH:37]=[CH:36][C:35]([O:38][CH3:39])=[CH:34][CH:33]=1)[N:11]1[CH:14]([CH2:15][C:16]([O:18][CH2:19][C:20]2[CH:25]=[CH:24][C:23]([O:26][CH3:27])=[CH:22][CH:21]=2)=[O:17])[CH:13]([CH:28]=[CH2:29])[C:12]1=[O:30])[C:2]1[CH:7]=[CH:6][C:5]([O:8][CH3:9])=[CH:4][CH:3]=1.[OH-:40].[Na+].[BH4-].[Na+].Cl>O1CCCC1.C([O-])(=O)C.[Hg+2].C([O-])(=O)C.C(OCC)C.O>[CH2:31]([CH:10]([CH2:1][C:2]1[CH:7]=[CH:6][C:5]([O:8][CH3:9])=[CH:4][CH:3]=1)[N:11]1[CH:14]([CH2:15][C:16]([O:18][CH2:19][C:20]2[CH:25]=[CH:24][C:23]([O:26][CH3:27])=[CH:22][CH:21]=2)=[O:17])[CH:13]([CH:28]([OH:40])[CH3:29])[C:12]1=[O:30])[C:32]1[CH:33]=[CH:34][C:35]([O:38][CH3:39])=[CH:36][CH:37]=1 |f:1.2,3.4,7.8.9|. Reactants: [BH4-].[Na+] (sodium borohydride), aqueous solution, [OH-].[Na+] (sodium hydroxide), aqueous solution, [OH-].[Na+] (sodium hydroxide), Cl (hydrochloric acid), C(C1=CC=C(C=C1)OC)C(N1C(C(C1CC(=O)OCC1=CC=C(C=C1)OC)C=C)=O)CC1=CC=C(C=C1)OC (1-(di-p-anisylmethyl)-3-ethenyl-4-p-methoxybenzyloxycarbonylmethyl-2-azetidinone). Run at temperature 35 celsius, time 5 hour. Yields the product C(C1=CC=C(C=C1)OC)C(N1C(C(C1CC(=O)OCC1=CC=C(C=C1)OC)C(C)O)=O)CC1=CC=C(C=C1)OC (1-(di-p-anisylmethyl)-3-(1-hydroxyethyl)-4-p-methoxybenzyloxycarbonylmethyl-2-azetidinone). Procedure: 2.85 g of 1-(di-p-anisylmethyl)-3-ethenyl-4-p-methoxybenzyloxycarbonylmethyl-2-azetidinone was dissolved in 14 ml of tetrahydrofuran, and 7 ml of water and 2.0 g of mercury (II) acetate were added thereto, followed by stirring at 35° C. for 5 hours. 12 ml of a 1N aqueous solution of sodium hydroxide was added thereto at 0° C., and to the resulting mixture was then added dropwise a solution of 0.25 g of sodium borohydride in 1 ml of a 1N aqueous solution of sodium hydroxide. After stirring at the... The reagents and catalysts are C(C)(=O)[O-].[Hg+2].C(C)(=O)[O-] (mercury (II) acetate). Starting materials: BrC1=CN=C2N1CCCC2 (3-bromo-5,6,7,8-tetrahydroimidazo[1,2-a]pyridine), O (water), CN(C)C=O (DMF). Run in C1CCOC1 (THF), C(CCC)[Li] (n-butyllithium). Run at temperature -78 celsius, time 1 hour. Yields the product C(=O)C1=CN=C2N1CCCC2 (3-formyl-5,6,7,8-tetrahydroimidazo[1,2-a]pyridine). As a reaction SMILES: Br[C:2]1[N:6]2[CH2:7][CH2:8][CH2:9][CH2:10][C:5]2=[N:4][CH:3]=1.CN([CH:14]=[O:15])C.O>C1COCC1.C([Li])CCC>[CH:14]([C:2]1[N:6]2[CH2:7][CH2:8][CH2:9][CH2:10][C:5]2=[N:4][CH:3]=1)=[O:15]. Reported procedure: To a solution of 3-bromo-5,6,7,8-tetrahydroimidazo[1,2-a]pyridine (2.84 g) in THF (50 ml), n-butyllithium (1.6M hexane solution, 28 ml) was added dropwise at −78° C. The mixture was stirred for 1 hour at −78° C., DMF (5 ml) was added to the mixture, and the mixture was stirred for 0.5 hour at room temperature. To the reaction solution was added water, and the mixture was extracted with ethyl acetate. The organic layer was washed with saturated brine, dried over magnesium sulfate, and concentrate... Starting materials: Cl (HCl), C=O (paraformaldehyde), C(C)(=O)C=1C2=C(SC1)C=CC(=C2)C (3-acetyl-5-methylbenzo[b]thiophene), Cl.COC1=C(C=CC=C1)N1CCNCC1 (2-methoxyphenylpiperazine hydrochloride). The solvent is CCO (EtOH), C(C)OCC (ethyl ether). Run at time 24 hour. Yields the product Cl.Cl.CC1=CC2=C(SC=C2C(CCN2CCN(CC2)C2=C(C=CC=C2)OC)=O)C=C1 (1-(5-methylbenzo[b]thiophen-3-yl)-3-[4-(2-methoxyphenyl)piperazin-1-yl]propan-1-one dihydrochloride). Yield: 10.0%. Reaction SMILES: [C:1]([C:4]1[C:5]2[CH:12]=[C:11]([CH3:13])[CH:10]=[CH:9][C:6]=2[S:7][CH:8]=1)(=[O:3])[CH3:2].[ClH:14].[CH3:15][O:16][C:17]1[CH:22]=[CH:21][CH:20]=[CH:19][C:18]=1[N:23]1[CH2:28][CH2:27][NH:26][CH2:25][CH2:24]1.Cl.[CH2:30]=O>CCO.C(OCC)C>[ClH:14].[ClH:14].[CH3:13][C:11]1[CH:10]=[CH:9][C:6]2[S:7][CH:8]=[C:4]([C:1](=[O:3])[CH2:2][CH2:30][N:26]3[CH2:27][CH2:28][N:23]([C:18]4[CH:19]=[CH:20][CH:21]=[CH:22][C:17]=4[O:16][CH3:15])[CH2:24][CH2:25]3)[C:5]=2[CH:12]=1 |f:1.2,7.8.9|. Procedure: 650 mg of 3-acetyl-5-methylbenzo[b]thiophene (3.42×10−3 moles) and 860 mg of 2-methoxyphenylpiperazine hydrochloride (3.76×10−3 moles) were dissolved in 15 ml of EtOH and HCl to pH=2-3. When the mixture was under reflux, 310 mg of paraformaldehyde (10×10−3 moles) were added. After 24 hours stirring under reflux the reaction mixture was poured over ice and was extracted with AcOEt. It was washed with H2O and dried with Na2SO4, the solvent being removed to dryness. It was purified in silica column... Starting materials: C(C)=O (acetaldehyde), [O-]C#N.[Na+] (sodium cyanate), C1(=CC=CC=C1)NN (phenylhydrazine), C1(=CC=CC=C1)N1NNC(C1)=O (phenyltriazolidinone), [Cl-].[Na+] (sodium chloride). Solvent: C(C)(C)(C)O.O (tert-butanol water), O (water), C(C)(=O)O (acetic acid), O (water), C(C)(C)(C)O.O (tert-butanol water). Run at temperature 5 celsius. Yields the product CC1=NN(C(N1)=O)C1=CC=CC=C1 (4,5-dihydro-3-methyl-1-phenyl-1,2,4-triazol-5(1H)-one). The yield is 91.0%. Reaction SMILES: [C:1]1([NH:7][NH2:8])[CH:6]=[CH:5][CH:4]=[CH:3][CH:2]=1.[CH:9](=[O:11])C.[O-]C#N.[Na+].[C:16]1([N:22]2CC(=O)NN2)C=CC=C[CH:17]=1.[Cl-].[Na+]>C(O)(C)(C)C.O.O.C(O)(=O)C>[CH3:17][C:16]1[NH:22][C:9](=[O:11])[N:7]([C:1]2[CH:6]=[CH:5][CH:4]=[CH:3][CH:2]=2)[N:8]=1 |f:2.3,5.6,7.8|. Procedure: A fifty gallon reactor was charged with 61.1 pounds of tert-butanol/water (88/12) which was stirred and cooled to 5° C. To this was added 22.0 pounds (0.203 lb-mole) of phenylhydrazine. While maintaining the temperature of the reaction mixture at 0 to 5° C., a solution of 9.3 pounds (0.211 lb-mole) of acetaldehyde in 20 pounds of tert-butanol/water (88/12) was added during a 90 minute period. After this time a mixture of 15.6 pounds (0.240 lb-mole) of 85% pure sodium cyanate in 44.5 pounds of wa...